This data is from the Open Reaction Database (ORD), a public repository of structured organic reaction records. The task is: describe an organic reaction: reactants, conditions, products, and yield The reactants are O=C([O-])O, COc1cc(C(=O)Cl)cc(OC)c1OC, ClC(Cl)Cl, c1ccc2c(c1)CC1(CCNCC1)O2, [Na+]. The product is COc1cc(C(=O)N2CCC3(CC2)Cc2ccccc2O3)cc(OC)c1OC. RXN SMILES: [C:15](=[O:16])([OH:17])[O-:18].[CH3:20][O:21][c:22]1[cH:23][c:24]([C:25](=[O:26])[Cl:27])[cH:28][c:29]([O:33][CH3:34])[c:30]1[O:31][CH3:32].[CH:35]([Cl:36])([Cl:37])[Cl:38].[NH:1]1[CH2:2][CH2:3][C:4]2([O:5][c:6]3[c:7]([cH:9][cH:10][cH:11][cH:12]3)[CH2:8]2)[CH2:13][CH2:14]1.[Na+:19]>>[N:1]1([C:25]([c:24]2[cH:23][c:22]([O:21][CH3:20])[c:30]([O:31][CH3:32])[c:29]([O:33][CH3:34])[cH:28]2)=[O:26])[CH2:2][CH2:3][C:4]2([O:5][c:6]3[c:7]([cH:9][cH:10][cH:11][cH:12]3)[CH2:8]2)[CH2:13][CH2:14]1. Starting materials: CC1=C(CNC=2C=C3C(NC(=NC3=CC2Cl)N2N=CC(=C2)C(=O)OCC)=O)C(=CC=C1)C (ethyl 1-(6-((2,6-dimethylbenzyl)amino)-7-chloro-4-oxo-3,4-dihydroquinazolin-2-yl)-1H-pyrazole-4-carboxylate), CNCC (N-methylethanamine). Product: CC1=C(CNC=2C=C3C(=NC(=NC3=CC2Cl)N2N=CC(=C2)C(=O)O)N(C)CC)C(=CC=C1)C (1-(6-((2,6-Dimethylbenzyl)amino)-4-(ethyl(methyl)amino)-7-chloroquinazolin-2-yl)-1H-pyrazole-4-carboxylic acid). As a reaction SMILES: [CH3:1][C:2]1[CH:31]=[CH:30][CH:29]=[C:28]([CH3:32])[C:3]=1[CH2:4][NH:5][C:6]1[CH:7]=[C:8]2[C:13](=[CH:14][C:15]=1[Cl:16])[N:12]=[C:11]([N:17]1[CH:21]=[C:20]([C:22]([O:24]CC)=[O:23])[CH:19]=[N:18]1)[NH:10][C:9]2=O.[CH3:33][NH:34][CH2:35][CH3:36]>>[CH3:1][C:2]1[CH:31]=[CH:30][CH:29]=[C:28]([CH3:32])[C:3]=1[CH2:4][NH:5][C:6]1[CH:7]=[C:8]2[C:13](=[CH:14][C:15]=1[Cl:16])[N:12]=[C:11]([N:17]1[CH:21]=[C:20]([C:22]([OH:24])=[O:23])[CH:19]=[N:18]1)[N:10]=[C:9]2[N:34]([CH2:35][CH3:36])[CH3:33]. Reported procedure: The above compound may be made analogous to Example 1 using ethyl 1-(6-((2,6-dimethylbenzyl)amino)-7-chloro-4-oxo-3,4-dihydroquinazolin-2-yl)-1H-pyrazole-4-carboxylate in step D and N-methylethanamine in step E. MS (ESI): predicted mass calcd. for C24H25ClN6O2, 464.9 Run in C(C)OCC (diethyl ether). The reagents and catalysts are S(O)(O)(=O)=O (sulphuric acid). Procedure: A mixture of 2-(3-benzyl-4-fluorophenyl)-1,3-dioxolane (0.7 h) acetone (10 cm3), water (1 cm3) and concentrated sulphuric acid (5 drops) was stirred for 16 hours. The reaction mixture was poured into diethyl ether and the organic layer washed with sodium bicarbonate solution, water and brine, then dried over anhydrous magnesium sulphate. Evaporation of the solvents under reduced pressure gave 3-benzyl-4-fluorobenzaldehyde (0.59 g), which was used without further purification. RXN SMILES: [CH2:1]([C:8]1[CH:9]=[C:10]([CH:15]2OCC[O:16]2)[CH:11]=[CH:12][C:13]=1[F:14])[C:2]1[CH:7]=[CH:6][CH:5]=[CH:4][CH:3]=1.CC(C)=O.O>S(=O)(=O)(O)O.C(OCC)C>[CH2:1]([C:8]1[CH:9]=[C:10]([CH:11]=[CH:12][C:13]=1[F:14])[CH:15]=[O:16])[C:2]1[CH:3]=[CH:4][CH:5]=[CH:6][CH:7]=1. Product: C(C1=CC=CC=C1)C=1C=C(C=O)C=CC1F (3-benzyl-4-fluorobenzaldehyde). Run at time 16 hour. The reactants are C(C1=CC=CC=C1)C=1C=C(C=CC1F)C1OCCO1 (2-(3-benzyl-4-fluorophenyl)-1,3-dioxolane), CC(=O)C (acetone), O (water). Starting materials: C(#N)C1=NC=CC(=C1)C1=CC(=NN1C1=CC=C(C=C1)F)C (2-Cyano-4-[1-(4-fluorophenyl)-3-methyl-1H-pyrazol-5-yl]pyridine), OO (hydrogen peroxide), C([O-])([O-])=O.[K+].[K+] (potassium carbonate), O (Water). The solvent is CS(=O)C (DMSO). Conditions: time 0.5 hour. Product: FC1=CC=C(C=C1)N1N=C(C=C1C1=CC(=NC=C1)C(=O)N)C ({4-[1-(4-Fluorophenyl)-3-methyl-1H-pyrazol-5-yl]}pyridine-2-carboxamide). Isolated yield 628.7%. RXN SMILES: [C:1]([C:3]1[CH:8]=[C:7]([C:9]2[N:13]([C:14]3[CH:19]=[CH:18][C:17]([F:20])=[CH:16][CH:15]=3)[N:12]=[C:11]([CH3:21])[CH:10]=2)[CH:6]=[CH:5][N:4]=1)#[N:2].OO.C(=O)([O-])[O-:25].[K+].[K+].O>CS(C)=O>[F:20][C:17]1[CH:18]=[CH:19][C:14]([N:13]2[C:9]([C:7]3[CH:6]=[CH:5][N:4]=[C:3]([C:1]([NH2:2])=[O:25])[CH:8]=3)=[CH:10][C:11]([CH3:21])=[N:12]2)=[CH:15][CH:16]=1 |f:2.3.4|. Procedure details: To a solution of 2-cyano-4-[1-(4-fluorophenyl)-3-methyl-1H-pyrazol-5-yl]pyridine (Example 32; 1.0 g, 0.0036 mol) in 25 mL of DMSO was added hydrogen peroxide (0.43 mL, 0.0036 mol) and potassium carbonate (0.072 g, 0.00051 mol) at zero degrees C. The reaction mixture was warmed up to room temperature over 1 hour. Water was added and the mixture was stirred for 0.5 hours. The resulting precipitate was collected by filtration to give 0.95 g (89% yield) of product as a pale yellow solid: mp: 168-170... Reactants: ClC1=C(CCNC(=O)C=2C=C3C=CN(C3=CC2)C2=C(C=C(C=C2)CC(=O)OC)C#N)C=CC(=C1)Cl (methyl 2-(4-(5-((2,4-dichlorophenethyl)carbamoyl)-1H-indol-1-yl)-3-cyanophenyl)acetate), [OH-].[Na+] (sodium hydroxide). The reagents and catalysts are O (water). Solvent: CO (methanol), C(Cl)Cl (DCM). Conditions: time 1 hour. Yields the product C(#N)C=1C=C(C=CC1N1C=CC2=CC(=CC=C12)C(NCCC1=C(C=C(C=C1)Cl)Cl)=O)CC(=O)O (2-(3-Cyano-4-(5-(2,4-dichlorophenethylcarbamoyl)-1H-indol-1yl)phenyl)acetic Acid). RXN SMILES: [Cl:1][C:2]1[CH:34]=[C:33]([Cl:35])[CH:32]=[CH:31][C:3]=1[CH2:4][CH2:5][NH:6][C:7]([C:9]1[CH:10]=[C:11]2[C:15](=[CH:16][CH:17]=1)[N:14]([C:18]1[CH:23]=[CH:22][C:21]([CH2:24][C:25]([O:27]C)=[O:26])=[CH:20][C:19]=1[C:29]#[N:30])[CH:13]=[CH:12]2)=[O:8].[OH-].[Na+]>CO.O.C(Cl)Cl>[C:29]([C:19]1[CH:20]=[C:21]([CH2:24][C:25]([OH:27])=[O:26])[CH:22]=[CH:23][C:18]=1[N:14]1[C:15]2[C:11](=[CH:10][C:9]([C:7](=[O:8])[NH:6][CH2:5][CH2:4][C:3]3[CH:31]=[CH:32][C:33]([Cl:35])=[CH:34][C:2]=3[Cl:1])=[CH:17][CH:16]=2)[CH:12]=[CH:13]1)#[N:30] |f:1.2|. Procedure: To a stirred solution of methyl 2-(4-(5-((2,4-dichlorophenethyl)carbamoyl)-1H-indol-1-yl)-3-cyanophenyl)acetate in methanol (1 mL) at ambient temperature was added aqueous sodium hydroxide (5.0 N, 0.036 mL) and 5 drops of water, and the reaction was stirred for 1 hour. The reaction mixture was taken up in DCM (5 mL) and washed with 2 M HCl (5 mL). The organic layer was dried over MgSO4 and concentrated to give the desired compound as a white solid 1H NMR (400 MHz, CDCl3) δ 8.08 (s, 1H), 7.80 (s,... The reactants are BrC=C(C)C1=CC(=C(C=C1)F)F (4-(1-Bromoprop-1-en-2-yl)-1,2-difluorobenzene), CN1CCC=2NC=3C=CC(=CC3C2CC1)C (3,9-Dimethyl-1,2,3,4,5,6-hexahydroazepino[4,5-b]indole), N1[C@H](C(=O)O)CCC1 (L-proline), [O-]P(=O)([O-])[O-].[K+].[K+].[K+] (K3PO4). The reagents and catalysts are [Cu]I (Copper (I) iodide). Solvent: CN(C)C=O (DMF). Reaction conditions: time 10 minute. Product: FC=1C=C(C=CC1F)/C(=C/N1C2=C(C=3C=C(C=CC13)C)CCN(CC2)C)/C ((E)-6-(2-(3,4-difluorophenyl)prop-1-enyl)-1,2,3,4,5,6-hexahydro-3,9-dimethylazepino[4,5-b]indole). Reaction SMILES: [CH3:1][N:2]1[CH2:15][CH2:14][C:13]2[C:12]3[CH:11]=[C:10]([CH3:16])[CH:9]=[CH:8][C:7]=3[NH:6][C:5]=2[CH2:4][CH2:3]1.N1CCC[C@H]1C(O)=O.[O-]P([O-])([O-])=O.[K+].[K+].[K+].Br[CH:34]=[C:35]([C:37]1[CH:42]=[CH:41][C:40]([F:43])=[C:39]([F:44])[CH:38]=1)[CH3:36]>CN(C=O)C.[Cu]I>[F:44][C:39]1[CH:38]=[C:37](/[C:35](/[CH3:36])=[CH:34]/[N:6]2[C:7]3[CH:8]=[CH:9][C:10]([CH3:16])=[CH:11][C:12]=3[C:13]3[CH2:14][CH2:15][N:2]([CH3:1])[CH2:3][CH2:4][C:5]2=3)[CH:42]=[CH:41][C:40]=1[F:43] |f:2.3.4.5|. Reported procedure: 3,9-Dimethyl-1,2,3,4,5,6-hexahydroazepino[4,5-b]indole (77 mg, 0.36 mmol) was dissolved in DMF (6 mL). Copper (I) iodide (8 mg, 0.036 mmol), L-proline (9 mg, 0.086 mmol) and K3PO4 (183 mg, 0.86 mmol) were added and the reaction mixture was stirred for 10 min at RT. 4-(1-Bromoprop-1-en-2-yl)-1,2-difluorobenzene (100 mg, 0.43 mmol) was added dropwise and the reaction mixture was purged with nitrogen. The reaction mixture was heated at 80° C. for overnight (prolonged heating in some cases was requi...